From a dataset of the Open Reaction Database (ORD), a public repository of structured organic reaction records. describe an organic reaction: reactants, conditions, products, and yield The reactants are N[C@@H](CS)C(=O)O (L-Cysteine), C(C=O)(=O)OCC (ethyl glyoxylate). Run in O (water). Run at time 50 hour. Product: CCOC(=O)C1SCC(N1)C(=O)O (thiazolidine-2,4-dicarboxylic acid 2-ethyl ester). Yield: 29313.2%. RXN SMILES: [NH2:1][C@H:2]([C:5]([OH:7])=[O:6])[CH2:3][SH:4].[C:8]([O:12][CH2:13][CH3:14])(=[O:11])[CH:9]=O>O>[CH3:14][CH2:13][O:12][C:8]([CH:9]1[NH:1][CH:2]([C:5]([OH:7])=[O:6])[CH2:3][S:4]1)=[O:11]. Reported procedure: L-Cysteine (60.4 g, 0.50 mmol) and ethyl glyoxylate (polymer, 47% toluene solution, 50.9 g, 0.234 mol) were added to water (150 ml), and the mixture was stirred at room temperature for 50 hours. The obtained solution was concentrated under reduced pressure, and the precipitated solid was collected by filtration. The obtained white solid (about 40 g) was suspended in water (100 ml), and the suspension was stirred for 16 hours at slurry state. The white crystals were collected by filtration, and d... The reactants are C(C)N1CCC(CC1)C=1C(=C(C(=O)N)C=CC1)F (3-(1-ethylpiperidin-4-yl)-2-fluorobenzamide), P(=O)(Cl)(Cl)Cl (phosphoryl trichloride), C(C)(=O)OCC (Ethyl acetate), C([O-])([O-])=O.[Na+].[Na+] (sodium carbonate). Solvent: CN(C=O)C (N,N-dimethylformamide). Run at time 1 hour. Yields the product C(C)N1CCC(CC1)C=1C(=C(C#N)C=CC1)F (3-(1-ETHYLPIPERIDIN-4-YL)-2-FLUOROBENZONITRILE). Reaction SMILES: [CH2:1]([N:3]1[CH2:8][CH2:7][CH:6]([C:9]2[C:10]([F:18])=[C:11]([CH:15]=[CH:16][CH:17]=2)[C:12]([NH2:14])=O)[CH2:5][CH2:4]1)[CH3:2].P(Cl)(Cl)(Cl)=O.C(=O)([O-])[O-].[Na+].[Na+].C(OCC)(=O)C>CN(C)C=O>[CH2:1]([N:3]1[CH2:4][CH2:5][CH:6]([C:9]2[C:10]([F:18])=[C:11]([CH:15]=[CH:16][CH:17]=2)[C:12]#[N:14])[CH2:7][CH2:8]1)[CH3:2] |f:2.3.4|. Procedure: To a solution of 3-(1-ethylpiperidin-4-yl)-2-fluorobenzamide (0.46 g, 1.83 mmol) in dry N,N-dimethylformamide (4 ml) was added freshly distilled phosphoryl trichloride (0.42 ml, 4.57 mmol) and the reaction mixture was stirred for 1 h. The solution was poured on to ice and was made basic by addition of aqueous sodium carbonate (10%, 50 ml). Ethyl acetate (50 ml) was added and the phases were separated. The aqueous phase was extracted with ethyl acetate (2×50 ml) and the combined organic phases wa... Reactants: Cl (hydrochloric acid), CC1=CC=C(C(=O)C2=CC=C(C=C2)C)C=C1 (4,4'-dimethylbenzophenone), CC(C)([O-])C.[K+] (potassium t-butoxide), C(CCC(=O)OCC)(=O)OCC (diethyl succinate). Solvent: C(C)(C)(C)O (t-butanol), O (water). The product is C1(=CC=C(C=C1)C(=CCC(=O)O)C1=CC=C(C=C1)C)C (4,4-Di(4-tolyl)-but-3-enoic acid). RXN SMILES: [CH3:1][C:2]1[CH:16]=[CH:15][C:5]([C:6]([C:8]2[CH:13]=[CH:12][C:11]([CH3:14])=[CH:10][CH:9]=2)=O)=[CH:4][CH:3]=1.CC(C)([O-])C.[K+].C(OCC)(=O)[CH2:24][CH2:25][C:26]([O:28]CC)=[O:27].Cl>O.C(O)(C)(C)C>[C:11]1([CH3:14])[CH:12]=[CH:13][C:8]([C:6]([C:5]2[CH:15]=[CH:16][C:2]([CH3:1])=[CH:3][CH:4]=2)=[CH:24][CH2:25][C:26]([OH:28])=[O:27])=[CH:9][CH:10]=1 |f:1.2|. Reported procedure: To a 500 mL round-bottomed flask equipped with condenser and nitrogen inlet were added 29.7 grams (141 mmol) 4,4'-dimethylbenzophenone and 141 mL t-butanol forming a solution, followed by 17.4 grams (155 mmol) potassium t-butoxide and 29.5 grams (170 mmol) diethyl succinate. The reaction was refluxed for 18 hours, cooled, and acidified with 6N hydrochloric acid, then poured into water and extracted with ethyl acetate. The organic layer was dried over sodium sulfate and evaporated, and the residu... The reactants are CCO, COC(=O)C(SC)c1ccccc1, NN, O. Yields the product CSC(C(=O)NN)c1ccccc1. RXN SMILES: [CH3:17][CH2:18][OH:19].[CH3:1][S:2][CH:3]([C:4](=[O:5])[O:6][CH3:7])[c:8]1[cH:9][cH:10][cH:11][cH:12][cH:13]1.[NH2:15][NH2:16].[OH2:14]>>[CH3:1][S:2][CH:3]([C:4](=[O:5])[NH:15][NH2:16])[c:8]1[cH:9][cH:10][cH:11][cH:12][cH:13]1. Reactants: N1(CCCC1)C1=CC=C(C(=O)OCC)C=C1 (ethyl 4-pyrrolidinobenzoate), C1=CC(=C(C=C1S(=O)(=O)O)N)O (2-aminophenol-4-sulfonic acid). Product: N1(CCCC1)C1=CC=C(C=C1)C=1OC2=C(N1)C=C(C=C2)S(=O)(=O)O (2-(p-pyrrolidinophenyl)-benzoxazole-5-sulfonic acid). As a reaction SMILES: [N:1]1([C:6]2[CH:16]=[CH:15][C:9]([C:10](OCC)=O)=[CH:8][CH:7]=2)[CH2:5][CH2:4][CH2:3][CH2:2]1.[CH:17]1[C:22]([S:23]([OH:26])(=[O:25])=[O:24])=[CH:21][C:20]([NH2:27])=[C:19]([OH:28])[CH:18]=1>>[N:1]1([C:6]2[CH:16]=[CH:15][C:9]([C:10]3[O:28][C:19]4[CH:18]=[CH:17][C:22]([S:23]([OH:26])(=[O:24])=[O:25])=[CH:21][C:20]=4[N:27]=3)=[CH:8][CH:7]=2)[CH2:2][CH2:3][CH2:4][CH2:5]1. Reported procedure: In accordance with the procedure of Example 1, 10.0 g of ethyl 4-pyrrolidinobenzoate were reacted with 8.7 g of 2-aminophenol-4-sulfonic acid to yield 2-(p-pyrrolidinophenyl)-benzoxazole-5-sulfonic acid, melting point 310° (with decomposition). The reactants are COc1ccc2c(Nc3c(Cl)cncc3Cl)cc(=O)[nH]c2c1OCCCCBr, CNC, CS(C)=O, [K+], [K+], O=C([O-])[O-]. The product is COc1ccc2c(Nc3c(Cl)cncc3Cl)cc(=O)[nH]c2c1OCCCCN(C)C. Reaction SMILES: [Br:4][CH2:5][CH2:6][CH2:7][CH2:8][O:9][c:10]1[c:11]([O:30][CH3:31])[cH:12][cH:13][c:14]2[c:15]([NH:21][c:22]3[c:23]([Cl:29])[cH:24][n:25][cH:26][c:27]3[Cl:28])[cH:16][c:17](=[O:20])[nH:18][c:19]12.[CH3:1][NH:2][CH3:3].[CH3:38][S:39]([CH3:40])=[O:41].[K+:32].[K+:33].[O-:34][C:35]([O-:36])=[O:37]>>[CH3:1][N:2]([CH3:3])[CH2:5][CH2:6][CH2:7][CH2:8][O:9][c:10]1[c:11]([O:30][CH3:31])[cH:12][cH:13][c:14]2[c:15]([NH:21][c:22]3[c:23]([Cl:29])[cH:24][n:25][cH:26][c:27]3[Cl:28])[cH:16][c:17](=[O:20])[nH:18][c:19]12. Starting materials: C(C)(=O)OC(C)=O (Acetic anhydride), OC1[C@H]2C[C@H]([C@H]([C@H]2CC1=C)\C=C\[C@H](CCCCC)OC1OCCCC1)OC1OCCCC1 ((1S,2RS,5S,6S,7R)-2-hydroxy-3-methylene-6-[(E,3S)-3-(2-tetrahydropyranyloxy)-1-octenyl]-7-(2-tetrahydropyranyloxy)bicyclo[3.3.0]octane). Run at time 10 hour. Yields the product C(C)(=O)OC1[C@H]2C[C@H]([C@H]([C@H]2CC1=C)\C=C\[C@H](CCCCC)OC1OCCCC1)OC1OCCCC1 ((1S,2RS,5S,6S,7R)-2-acetoxy-3-methylene-6-[(E,3S)-3-(2-tetrahydropyranyloxy)-1-octenyl]-7-(2-tetrahydropyranyloxy)bicyclo[3.3.0]octane). Isolated yield 97.0%. Reaction SMILES: [C:1]([O:4][C:5](=[O:7])[CH3:6])(=O)[CH3:2].O[CH:9]1[C:16](=C)C[C@H:14]2[C@@H:10]1[CH2:11][C@@H:12]([O:33][CH:34]1[CH2:39][CH2:38][CH2:37][CH2:36][O:35]1)[C@H:13]2/[CH:18]=[CH:19]/[C@@H:20]([O:26][CH:27]1[CH2:32][CH2:31][CH2:30][CH2:29][O:28]1)[CH2:21][CH2:22][CH2:23][CH2:24][CH3:25]>>[C:5]([O:4][CH:1]1[C:9](=[CH2:16])[CH2:10][C@H:14]2[C@@H:2]1[CH2:11][C@@H:12]([O:33][CH:34]1[CH2:39][CH2:38][CH2:37][CH2:36][O:35]1)[C@H:13]2/[CH:18]=[CH:19]/[C@@H:20]([O:26][CH:27]1[CH2:32][CH2:31][CH2:30][CH2:29][O:28]1)[CH2:21][CH2:22][CH2:23][CH2:24][CH3:25])(=[O:7])[CH3:6]. Procedure: Acetic anhydride (5.0 ml) and pyrdine (5.0 g) were added to the (1S,2RS,5S,6S,7R)-2-hydroxy-3-methylene-6-[(E,3S)-3-(2-tetrahydropyranyloxy)-1-octenyl]-7-(2-tetrahydropyranyloxy)bicyclo[3.3.0]octane (928 mg, 2.00 mmoles) obtained in Example 65, and the mixture was stirred at room temperature for 10 hours. The reaction mixture was concentrated under reduced pressure, and subjected to column chromatography (silica gel 200 g; hexane/ethyl acetate=19/1) to give (1S,2RS,5S,6S,7R)-2-acetoxy-3-methylen... Yield: 16.0%. Reactants: BrC(C)C1=C(C(=O)OC)C=CN=C1Cl (methyl 3-(1-bromoethyl)-2-chloroisonicotinate), Cl.ClC=1C=C(C=NC1OCC(F)F)CN ((5-chloro-6-(2,2-difluoroethoxy)pyridin-3-yl)methanamine hydrochloride). Procedure details: The title compound is prepared in 16% yield (45 mg, colorless oil) from methyl 3-(1-bromoethyl)-2-chloroisonicotinate (200 mg, 0.72 mmol, Step-1 of Intermediate-6, racemate) and (5-chloro-6-(2,2-difluoroethoxy)pyridin-3-yl)methanamine hydrochloride (223 mg, 0.86 mmol, Amine-12) in a similar manner to Intermediate-2. Yields the product ClC1=NC=CC2=C1C(N(C2=O)CC=2C=NC(=C(C2)Cl)OCC(F)F)C (4-chloro-2-((5-chloro-6-(2,2-difluoroethoxy)pyridin-3-yl)methyl)-3-methyl-2,3-dihydro-1H-pyrrolo[3,4-c]pyridin-1-one). Reaction SMILES: Br[CH:2]([C:4]1[C:13]([Cl:14])=[N:12][CH:11]=[CH:10][C:5]=1[C:6]([O:8]C)=O)[CH3:3].Cl.[Cl:16][C:17]1[CH:18]=[C:19]([CH2:28][NH2:29])[CH:20]=[N:21][C:22]=1[O:23][CH2:24][CH:25]([F:27])[F:26]>>[Cl:14][C:13]1[C:4]2[CH:2]([CH3:3])[N:29]([CH2:28][C:19]3[CH:20]=[N:21][C:22]([O:23][CH2:24][CH:25]([F:26])[F:27])=[C:17]([Cl:16])[CH:18]=3)[C:6](=[O:8])[C:5]=2[CH:10]=[CH:11][N:12]=1 |f:1.2|. The reactants are COC(C1=CC(=NC(=C1)Cl)N[C@@H](C)CC)=O ((S)-2-sec-butylamino-6-chloroisonicotinic acid methyl ester), FC1=C(C=CC=C1)B(O)O (2-fluorophenylboronic acid), C([O-])([O-])=O.[K+].[K+] (potassium carbonate). Reagents/catalysts: C=1C=CC(=CC1)/C=C/C(=O)/C=C/C2=CC=CC=C2.C=1C=CC(=CC1)/C=C/C(=O)/C=C/C2=CC=CC=C2.C=1C=CC(=CC1)/C=C/C(=O)/C=C/C2=CC=CC=C2.[Pd].[Pd] (tris(dibenzylideneacetone)dipalladium). Run in O1CCOCC1 (1,4-dioxane). Run at time 8 hour. The product is COC(C1=CC(=NC(=C1)C1=C(C=CC=C1)F)N[C@@H](C)CC)=O ((S)-2-sec-Butylamino-6-(2-fluorophenyl)-isonicotinic acid methyl ester). Yield: 75.4%. RXN SMILES: [CH3:1][O:2][C:3](=[O:16])[C:4]1[CH:9]=[C:8](Cl)[N:7]=[C:6]([NH:11][C@H:12]([CH2:14][CH3:15])[CH3:13])[CH:5]=1.[F:17][C:18]1[CH:23]=[CH:22][CH:21]=[CH:20][C:19]=1B(O)O.C(=O)([O-])[O-].[K+].[K+]>C1C=CC(/C=C/C(/C=C/C2C=CC=CC=2)=O)=CC=1.C1C=CC(/C=C/C(/C=C/C2C=CC=CC=2)=O)=CC=1.C1C=CC(/C=C/C(/C=C/C2C=CC=CC=2)=O)=CC=1.[Pd].[Pd].O1CCOCC1>[CH3:1][O:2][C:3](=[O:16])[C:4]1[CH:9]=[C:8]([C:19]2[CH:20]=[CH:21][CH:22]=[CH:23][C:18]=2[F:17])[N:7]=[C:6]([NH:11][C@H:12]([CH2:14][CH3:15])[CH3:13])[CH:5]=1 |f:2.3.4,5.6.7.8.9|. Procedure: Add (S)-2-sec-butylamino-6-chloroisonicotinic acid methyl ester (1.40 g, 5.75 mmol), 2-fluorophenylboronic acid (1.0 g, 7.15 mmol), tetrakis(triphenylphosphine)palladium (0) (0.664 g, 0.575 mmol), potassium carbonate (2.38 g, 17.3 mmol) and 1,4-dioxane (25 mL) to a sealed flask flushed with nitrogen. Heat and stir the mixture overnight and cool to room temperature. Filter the mixture through a filtering agent, concentrate and purify (silica gel chromatography, eluting with 4:96 ethyl acetate:hex...